This data is from the Open Reaction Database (ORD), a public repository of structured organic reaction records. The task is: describe an organic reaction: reactants, conditions, products, and yield The reactants are COC(C(CCCCl)C1=CC=C(C=C1)\C=C\C(NC1=C(C=CC=C1)NC(=O)OC(C)(C)C)=O)=O ((E)-2-{4-[2-(2-tert-butoxycarbonylamino-phenylcarbamoyl)-vinyl]-phenyl}-5-chloro-pentanoic acid methyl ester), [Li+].[OH-] (LiOH), Cl (HCl). Run in CO.O (MeOH H2O). Conditions: time 5 hour. Yields the product C(C)(C)(C)OC(=O)NN(C(=O)/C=C/C1=CC=C(C=C1)C(C(=O)O)CCCCl)C1=CC=CC=C1 ((E)-2-{4-[2-(-tert-Butoxycarbonylamino-phenylcarbamoyl)-vinyl]-phenyl}-5-chloro-pentanoic acid). RXN SMILES: C[O:2][C:3](=[O:34])[CH:4]([C:9]1[CH:14]=[CH:13][C:12](/[CH:15]=[CH:16]/[C:17](=[O:33])[NH:18][C:19]2[CH:24]=[CH:23][CH:22]=[CH:21][C:20]=2NC(OC(C)(C)C)=O)=[CH:11][CH:10]=1)[CH2:5][CH2:6][CH2:7][Cl:8].[Li+].[OH-:36].Cl>CO.O>[C:4]([O:36][C:17]([NH:18][N:18]([C:19]1[CH:24]=[CH:23][CH:22]=[CH:21][CH:20]=1)[C:17](/[CH:16]=[CH:15]/[C:12]1[CH:13]=[CH:14][C:9]([CH:4]([CH2:5][CH2:6][CH2:7][Cl:8])[C:3]([OH:2])=[O:34])=[CH:10][CH:11]=1)=[O:33])=[O:33])([CH3:9])([CH3:5])[CH3:3] |f:1.2,4.5|. Procedure: To a solution of (E)-2-{4-[2-(2-tert-butoxycarbonylamino-phenylcarbamoyl)-vinyl]-phenyl}-5-chloro-pentanoic acid methyl ester (48.7 mg, 10 mmol) in MeOH/H2O (4:1) (2 mL), LiOH (24 mg, 100 mmol) was added. After the solution was stirred at room temperature for 5 h, the solution was neutralized with 2N HCl to pH 5-6. The mixture was evaporated to dryness under reduced pressure, then EtOAc (10 mL) was added. The organic layer was washed with brine, dried with Na2SO4, filtered, and evaporated to obt... Starting materials: Cl (hydrogen chloride), CC=1N=C(SC1C1=NC=CC(=C1)C)NC(=S)N (N-(4-methyl-5-(4-methylpyridin-2-yl)thiazol-2-yl)thiourea), C(C)(=O)OCC (Ethyl acetate). The solvent is O1CCOCC1 (1,4-dioxane), ICC (iodoethane), CN(C=O)C (N,N-dimethylformamide). Reaction conditions: temperature 70 celsius, time 4 hour. Yields the product CC=1N=C(SC1C1=NC=CC(=C1)C)NC(SCC)=N (N-(4-methyl-5-(4-methylpyridin-2-yl)thiazol-2-yl)-S-ethylisothiourea). As a reaction SMILES: [CH3:1][C:2]1[N:3]=[C:4]([NH:14][C:15]([NH2:17])=[S:16])[S:5][C:6]=1[C:7]1[CH:12]=[C:11]([CH3:13])[CH:10]=[CH:9][N:8]=1.Cl.[C:19](OCC)(=O)[CH3:20]>CN(C)C=O.O1CCOCC1.ICC>[CH3:1][C:2]1[N:3]=[C:4]([NH:14][C:15](=[NH:17])[S:16][CH2:19][CH3:20])[S:5][C:6]=1[C:7]1[CH:12]=[C:11]([CH3:13])[CH:10]=[CH:9][N:8]=1. Reported procedure: To a suspension of N-(4-methyl-5-(4-methylpyridin-2-yl)thiazol-2-yl)thiourea (1.23 g) in N,N-dimethylformamide were added a solution of hydrogen chloride in 1,4-dioxane (4N, 2.56 ml) and iodoethane (1.86 ml), and the mixture was stirred at 70° C. for 4 hours. Ethyl acetate (100 ml) was added to the mixture, and the mixture was cooled. The precipitate was collected by filtration and purified by column chromatography (silica gel, triethylamine:methanol:dichloromethane=1:5:100) to give N-(4-methyl-...